From a dataset of the Open Reaction Database (ORD), a public repository of structured organic reaction records. describe an organic reaction: reactants, conditions, products, and yield Starting materials: COc1cc(Nc2nc(Cl)ncc2Br)cc(OC)c1OC, CCOCC, CC(C)O, CC#N, Cl, CC(=O)Nc1ccc(N)cc1, O. Product: COc1cc(Nc2nc(Nc3ccc(NC(C)=O)cc3)ncc2Br)cc(OC)c1OC, Cl. RXN SMILES: [Br:1][c:2]1[c:3]([NH:9][c:10]2[cH:11][c:12]([O:20][CH3:21])[c:13]([O:18][CH3:19])[c:14]([O:16][CH3:17])[cH:15]2)[n:4][c:5]([Cl:8])[n:6][cH:7]1.[CH3:34][CH2:35][O:36][CH2:37][CH3:38].[CH3:39][CH:40]([OH:41])[CH3:42].[CH3:43][C:44]#[N:45].[ClH:33].[NH2:22][c:23]1[cH:24][cH:25][c:26]([NH:29][C:30]([CH3:31])=[O:32])[cH:27][cH:28]1.[OH2:46]>>[Br:1][c:2]1[c:3]([NH:9][c:10]2[cH:11][c:12]([O:20][CH3:21])[c:13]([O:18][CH3:19])[c:14]([O:16][CH3:17])[cH:15]2)[n:4][c:5]([NH:22][c:23]2[cH:24][cH:25][c:26]([NH:29][C:30]([CH3:31])=[O:32])[cH:27][cH:28]2)[n:6][cH:7]1.[ClH:8]. The reactants are ClC=1C=C(C=CC1S(=O)(=O)C)\C(\C(=O)O)=N/OC1CCCC1 ((E)-(3-Chloro-4-methanesulfonyl-phenyl)-cyclopentyloxyimino-acetic acid), O-(7-Azabenzotriazole-1-yl)-N,N,N′N′-tetramethyluronium hexafluorophosphate, CC1=CN=C(S1)N (5-methyl-thiazol-2-ylamine), C(C)(C)N(C(C)C)CC (N,N-diisopropylethylamine). The solvent is C(Cl)Cl (methylene chloride). Reaction conditions: time 2 hour. Product: ClC=1C=C(C=CC1S(=O)(=O)C)\C(\C(=O)NC=1SC(=CN1)C)=N/OC1CCCC1 ((E)-2-(3-chloro-4-methanesulfonyl-phenyl)-2-cyclopentyloxyimino-N-(5-methyl-thiazol-2-yl)-acetamide). The yield is 69.8%. RXN SMILES: [Cl:1][C:2]1[CH:3]=[C:4](/[C:12](=[N:16]\[O:17][CH:18]2[CH2:22][CH2:21][CH2:20][CH2:19]2)/[C:13]([OH:15])=O)[CH:5]=[CH:6][C:7]=1[S:8]([CH3:11])(=[O:10])=[O:9].[CH3:23][C:24]1[S:28][C:27]([NH2:29])=[N:26][CH:25]=1.C(N(CC)C(C)C)(C)C>C(Cl)Cl>[Cl:1][C:2]1[CH:3]=[C:4](/[C:12](=[N:16]\[O:17][CH:18]2[CH2:22][CH2:21][CH2:20][CH2:19]2)/[C:13]([NH:29][C:27]2[S:28][C:24]([CH3:23])=[CH:25][N:26]=2)=[O:15])[CH:5]=[CH:6][C:7]=1[S:8]([CH3:11])(=[O:9])=[O:10]. Reported procedure: (E)-(3-Chloro-4-methanesulfonyl-phenyl)-cyclopentyloxyimino-acetic acid (prepared as in Example 1, 84 mg, 0.24 mmol), 5-methyl-thiazol-2-ylamine (28 mg, 0.24 mmol) and N,N-diisopropylethylamine (127 μL, 0.73 mmol) were combined in methylene chloride (2 mL) and cooled in an ice bath. O-(7-Azabenzotriazole-1-yl)-N,N,N′N′-tetramethyluronium hexafluorophosphate (92 mg, 0.24 mmol) was added and the ice bath was removed. After stirring 2 h, the reaction mixture was evaporated in vacuo. The residue was...